Dataset: the Open Reaction Database (ORD), a public repository of structured organic reaction records. Task: describe an organic reaction: reactants, conditions, products, and yield Starting materials: BrB(Br)Br, ClCCl, COc1ccc(-c2nc(C)c(C=O)o2)cc1. Product: Cc1nc(-c2ccc(O)cc2)oc1C=O. Reaction SMILES: [B:17]([Br:18])([Br:19])[Br:20].[CH2:21]([Cl:22])[Cl:23].[CH3:1][O:2][c:3]1[cH:4][cH:5][c:6](-[c:9]2[o:10][c:11]([CH:15]=[O:16])[c:12]([CH3:14])[n:13]2)[cH:7][cH:8]1>>[OH:2][c:3]1[cH:4][cH:5][c:6](-[c:9]2[o:10][c:11]([CH:15]=[O:16])[c:12]([CH3:14])[n:13]2)[cH:7][cH:8]1. The reactants are C(C)OC(=O)C=1NC2=CC=C(C=C2C1)Br (5-bromoindole-2-carboxylic acid ethyl ester), C(C)(C)OC1=CC=C(C=C1)B(O)O (4-isopropoxyphenylboronic acid). Product: C(C)OC(=O)C=1NC2=CC=C(C=C2C1)C1=CC=C(C=C1)OC(C)C (5-(4-Isopropoxyphenyl)indole-2-carboxylic acid ethyl ester). Reaction SMILES: [CH2:1]([O:3][C:4]([C:6]1[NH:7][C:8]2[C:13]([CH:14]=1)=[CH:12][C:11](Br)=[CH:10][CH:9]=2)=[O:5])[CH3:2].[CH:16]([O:19][C:20]1[CH:25]=[CH:24][C:23](B(O)O)=[CH:22][CH:21]=1)([CH3:18])[CH3:17]>>[CH2:1]([O:3][C:4]([C:6]1[NH:7][C:8]2[C:13]([CH:14]=1)=[CH:12][C:11]([C:23]1[CH:24]=[CH:25][C:20]([O:19][CH:16]([CH3:18])[CH3:17])=[CH:21][CH:22]=1)=[CH:10][CH:9]=2)=[O:5])[CH3:2]. Procedure: The sub-title compound was prepared in accordance with Example 1(a) form 5-bromoindole-2-carboxylic acid ethyl ester and 4-isopropoxyphenylboronic acid. Reactants: C(C)(C)(C)C1=C(C=C(C=C1)O)OCC1CC1 (4-tert-Butyl-3-(cyclopropylmethoxy)phenol), [H-].[Na+] (sodium hydride), BrCC(=O)OCC (ethyl bromoacetate), crude residue. The product is C(C)(C)(C)C1=C(C=C(OCC(=O)OCC)C=C1)OCC1CC1 (Ethyl [4-tert-butyl-3-(cyclopropylmethoxy)phenoxy]acetate). Isolated yield 75.6%. As a reaction SMILES: [C:1]([C:5]1[CH:10]=[CH:9][C:8]([OH:11])=[CH:7][C:6]=1[O:12][CH2:13][CH:14]1[CH2:16][CH2:15]1)([CH3:4])([CH3:3])[CH3:2].[H-].[Na+].Br[CH2:20][C:21]([O:23][CH2:24][CH3:25])=[O:22]>>[C:1]([C:5]1[CH:10]=[CH:9][C:8]([O:11][CH2:20][C:21]([O:23][CH2:24][CH3:25])=[O:22])=[CH:7][C:6]=1[O:12][CH2:13][CH:14]1[CH2:15][CH2:16]1)([CH3:4])([CH3:2])[CH3:3] |f:1.2|. Reported procedure: 4-tert-Butyl-3-(cyclopropylmethoxy)phenol (444 mg, 2.0 mmol), sodium hydride (60% in mineral oil) (68 mg, 1.7 mmol) and ethyl bromoacetate (270 II, 2.4 mmol) were treated in the same procedure described in Example 31(c). The crude residue was applied to a silica gel chromatography column and eluted with a volume mixture of hexane and ethyl acetate (19/1 to 9/1) to furnish 463 mg (75% yield) of the title compound as a yellow oil. Reactants: O=C(c1ccccc1)N1CC2OCCN(Cc3ccccc3)C2C1, Cl, O. The product is c1ccc(CN2CCOC3CNCC32)cc1. RXN SMILES: [C:1](=[O:2])([c:3]1[cH:4][cH:5][cH:6][cH:7][cH:8]1)[N:9]1[CH2:10][CH:11]2[N:12]([CH2:18][c:19]3[cH:20][cH:21][cH:22][cH:23][cH:24]3)[CH2:13][CH2:14][O:15][CH:16]2[CH2:17]1.[ClH:25].[OH2:26]>>[NH:9]1[CH2:10][CH:11]2[N:12]([CH2:18][c:19]3[cH:20][cH:21][cH:22][cH:23][cH:24]3)[CH2:13][CH2:14][O:15][CH:16]2[CH2:17]1. The reactants are CC1=CC(=NC(=C1)C1=CC=C(C=C1)[N+](=O)[O-])C(=O)O (4-methyl-6-(4-nitrophenyl)-2-pyridinecarboxylic acid), NC1=NN=NN1 (5-aminotetrazole). The solvent is S(=O)(Cl)Cl (thionyl chloride). The product is N1N=NN=C1NC(=O)C1=NC(=CC(=C1)C)C1=CC=C(C=C1)[N+](=O)[O-] (N-(5-tetrazolyl)-4-methyl-6-(4-nitrophenyl)-2-pyridinecarboxamide). The yield is 66.2%. As a reaction SMILES: [CH3:1][C:2]1[CH:7]=[C:6]([C:8]2[CH:13]=[CH:12][C:11]([N+:14]([O-:16])=[O:15])=[CH:10][CH:9]=2)[N:5]=[C:4]([C:17]([OH:19])=O)[CH:3]=1.[NH2:20][C:21]1[NH:25][N:24]=[N:23][N:22]=1>S(Cl)(Cl)=O>[NH:22]1[C:21]([NH:20][C:17]([C:4]2[CH:3]=[C:2]([CH3:1])[CH:7]=[C:6]([C:8]3[CH:9]=[CH:10][C:11]([N+:14]([O-:16])=[O:15])=[CH:12][CH:13]=3)[N:5]=2)=[O:19])=[N:25][N:24]=[N:23]1. Procedure: In the same manner as described in Example 13-(1), 4-methyl-6-(4-nitrophenyl)-2-pyridinecarboxylic acid (3.0 g), thionyl chloride (20 ml) and 5-aminotetrazole (1.29 g) are reacted to give N-(5-tetrazolyl)-4-methyl-6-(4-nitrophenyl)-2-pyridinecarboxamide (2.5 g). M.P. 284°-285° C. (decomp.) (wetted from 278° C.) (recrystallized from dimethylformamide-ethanol) The product is N1=CC(=CC=C1)C=1SC(=CN1)C1=CC=CC(=N1)S(=O)(=O)NC(C)=O (N-({6-[2-(Pyridin-3-yl)-1,3-thiazol-5-yl]pyridin-2-yl}sulphonyl)acetamide). Reagents/catalysts: Cl[Pd](P(C(C)(C)C)(C(C)(C)C)O)(P(O)(C(C)(C)C)C(C)(C)C)Cl (dichloro{bis[di-tert-butyl(hydroxy)phosphoranyl]}palladium). Reactants: BrC1=CC=CC(=N1)S(=O)(=O)NC(C)=O (N-[(6-Bromopyridin-2-yl)sulphonyl]acetamide), S1C(=NC=C1)C=1C=NC=CC1 (3-(1,3-thiazol-2-yl)pyridine), C([O-])([O-])=O.[Cs+].[Cs+] (caesium carbonate). As a reaction SMILES: Br[C:2]1[N:7]=[C:6]([S:8]([NH:11][C:12](=[O:14])[CH3:13])(=[O:10])=[O:9])[CH:5]=[CH:4][CH:3]=1.[S:15]1[CH:19]=[CH:18][N:17]=[C:16]1[C:20]1[CH:21]=[N:22][CH:23]=[CH:24][CH:25]=1.C(=O)([O-])[O-].[Cs+].[Cs+]>CN(C)C=O.Cl[Pd](Cl)(P(C(C)(C)C)(C(C)(C)C)O)P(O)(C(C)(C)C)C(C)(C)C>[N:22]1[CH:23]=[CH:24][CH:25]=[C:20]([C:16]2[S:15][C:19]([C:2]3[N:7]=[C:6]([S:8]([NH:11][C:12](=[O:14])[CH3:13])(=[O:10])=[O:9])[CH:5]=[CH:4][CH:3]=3)=[CH:18][N:17]=2)[CH:21]=1 |f:2.3.4|. The solvent is CN(C=O)C (N,N-dimethylformamide). Procedure details: N-[(6-Bromopyridin-2-yl)sulphonyl]acetamide (0.112 g, 0.4 mmol), 3-(1,3-thiazol-2-yl)pyridine (0.065 g, 0.4 mmol, prepared by the methods described in WO 2010/006713), dichloro{bis[di-tert-butyl(hydroxy)phosphoranyl]}palladium (0.006 g, 0.012 mmol) and caesium carbonate (0.26 g, 0.8 mmol) were stirred in 10 ml of N,N-dimethylformamide at 120° C. under argon for 16 h. After cooling, the solvent was removed under reduced pressure and the residue was chromatographed (silica gel, dichloromethane/met... The reactants are NC=1C(=NC(=NC1S)C)N(CC)CC (5-amino-4-diethylamino-6-mercapto-2-methylpyrimidine), C(=O)O (formic acid), C(=O)O (formic acid). Yields the product C(C)N(C=1C2=C(N=C(N1)C)SC=N2)CC (7-diethylamino-5-methylthiazolo[5,4-d]pyrimidine). RXN SMILES: [NH2:1][C:2]1[C:3]([N:10]([CH2:13][CH3:14])[CH2:11][CH3:12])=[N:4][C:5]([CH3:9])=[N:6][C:7]=1[SH:8].[CH:15](O)=O>>[CH2:13]([N:10]([CH2:11][CH3:12])[C:3]1[C:2]2[N:1]=[CH:15][S:8][C:7]=2[N:6]=[C:5]([CH3:9])[N:4]=1)[CH3:14]. Procedure details: 3 g of 5-amino-4-diethylamino-6-mercapto-2-methylpyrimidine was dissolved in 50 ml of 90% formic acid and refluxed for 2 hours. After the completion of the reaction, formic acid was distilled off under reduced pressure. The residue was added with 30 ml of water, and neutralized with ammonium hydroxide. This aqueous solution was extracted with 200 ml of ethyl acetate and the organic layer was dried over sodium sulphate anhydride. Then the solvent was distilled off under reduced pressure, and the ... The reactants are CCON=Cc1c(S(C)(=O)=O)ccc(C(=O)OC)c1Cl, [I-], [Li+], c1ccncc1. Product: CCON=Cc1c(S(C)(=O)=O)ccc(C(=O)O)c1Cl. RXN SMILES: [Cl:1][c:2]1[c:3]([C:4](=[O:5])[O:6][CH3:7])[cH:8][cH:9][c:10]([S:17](=[O:18])(=[O:19])[CH3:20])[c:11]1[CH:12]=[N:13][O:14][CH2:15][CH3:16].[I-:21].[Li+:22].[cH:23]1[cH:24][cH:25][n:26][cH:27][cH:28]1>>[Cl:1][c:2]1[c:3]([C:4](=[O:5])[OH:6])[cH:8][cH:9][c:10]([S:17](=[O:18])(=[O:19])[CH3:20])[c:11]1[CH:12]=[N:13][O:14][CH2:15][CH3:16]. The reactants are ClC=1C=C(C(=O)OO)C=CC1 (m-chloroperoxybenzoic acid), C1(=CC=CC=C1)SCC1=NC(=NO1)C(=O)C1=CC=C(C=C1)C (5-phenylthiomethyl-3-(4-toluoyl)-1,2,4-oxadiazole), [O-]S(=O)(=S)[O-].[Na+].[Na+] (Na2S2O3), CCOCC (Et2O). Solvent: C(Cl)Cl (CH2Cl2), C(Cl)Cl (CH2Cl2). Reaction conditions: time 30 minute. Yields the product C1(=CC=CC=C1)S(=O)CC1=NC(=NO1)C(=O)C1=CC=C(C=C1)C (5-(Phenylsulfinyl)methyl-3-(4-toluoyl)-1,2,4-oxadiazole). The yield is 67.2%. As a reaction SMILES: ClC1C=C(C=CC=1)C(OO)=[O:6].[C:12]1([S:18][CH2:19][C:20]2[O:24][N:23]=[C:22]([C:25]([C:27]3[CH:32]=[CH:31][C:30]([CH3:33])=[CH:29][CH:28]=3)=[O:26])[N:21]=2)[CH:17]=[CH:16][CH:15]=[CH:14][CH:13]=1.[O-]S([O-])(=S)=O.[Na+].[Na+].CCOCC>C(Cl)Cl>[C:12]1([S:18]([CH2:19][C:20]2[O:24][N:23]=[C:22]([C:25]([C:27]3[CH:28]=[CH:29][C:30]([CH3:33])=[CH:31][CH:32]=3)=[O:26])[N:21]=2)=[O:6])[CH:17]=[CH:16][CH:15]=[CH:14][CH:13]=1 |f:2.3.4|. Procedure: A solution of 5.14 g of m-chloroperoxybenzoic acid (85%) in 125 ml CH2Cl2 was added dropwise to a solution of 7.5 g of 5-phenylthiomethyl-3-(4-toluoyl)-1,2,4-oxadiazole in 150 ml CH2Cl2 at -70° under N2. The temperature was maintained below -65° during the addition by controlling the addition rate and stirring was continued for 30 minutes after the addition while maintaining the temperature below -65°. The resulting mixture was poured directly into a separatory funnel containing 250 ml of 10% Na... Starting materials: BrBr (Bromine), CN1C(N(C2=C(C1=O)C=CS2)CC(C)C)=O (3-methyl-1-(2-methylpropyl)-thieno[2,3-d]pyrimidine-2,4(1H,3H)-dione). Run in ClCCl (dichloromethane), ClCCl (dichloromethane). Reaction conditions: time 30 minute. Product: BrC1=CC2=C(N(C(N(C2=O)C)=O)CC(C)C)S1 (6-Bromo-3-methyl-1-(2-methylpropyl)-thieno[2,3-d]pyrimidine-2,4(1H,3H)-dione). Reaction SMILES: [Br:1]Br.[CH3:3][N:4]1[C:9](=[O:10])[C:8]2[CH:11]=[CH:12][S:13][C:7]=2[N:6]([CH2:14][CH:15]([CH3:17])[CH3:16])[C:5]1=[O:18]>ClCCl>[Br:1][C:12]1[S:13][C:7]2[N:6]([CH2:14][CH:15]([CH3:16])[CH3:17])[C:5](=[O:18])[N:4]([CH3:3])[C:9](=[O:10])[C:8]=2[CH:11]=1. Procedure details: Bromine (2.79 ml) in dry dichloromethane (25 ml) was added dropwise to a solution of 3-methyl-1-(2-methylpropyl)-thieno[2,3-d]pyrimidine-2,4(1H,3H)-dione (12.0 g, WO 98/54190) in dry dichloromethane (100 ml) and stirred at room temperature for 30 minutes. The solution was concentrated under reduced pressure. The residue was dissolved in ethyl acetate and washed with sodium metabisulfite solution. The organic layer was dried over anhydrous magnesium sulfate, filtered and concentrated under reduce...